From a dataset of the Open Reaction Database (ORD), a public repository of structured organic reaction records. describe an organic reaction: reactants, conditions, products, and yield The reactants are [Na].NC1=C(C2=CC=C(C=CC2=C1C(=O)OCC)CC(NO)=O)C(=O)OCC (diethyl 2-amino-6-[(hydroxycarbamoyl)-methyl]-azulene-1,3-dicarboxylate sodium), BrCCO (2-bromoethanol). The product is NC1=C(C2=CC=C(C=CC2=C1C(=O)OCC)CC(NOCCO)=O)C(=O)OCC (Diethyl 2-amino-6-[(2-hydroxy-ethoxycarbamoyl)-methyl]-azulene-1,3-dicarboxylate). Isolated yield 15.0%. As a reaction SMILES: [Na].[NH2:2][C:3]1[C:12]([C:13]([O:15][CH2:16][CH3:17])=[O:14])=[C:11]2[C:5](=[CH:6][CH:7]=[C:8]([CH2:18][C:19](=[O:22])[NH:20][OH:21])[CH:9]=[CH:10]2)[C:4]=1[C:23]([O:25][CH2:26][CH3:27])=[O:24].Br[CH2:29][CH2:30][OH:31]>>[NH2:2][C:3]1[C:12]([C:13]([O:15][CH2:16][CH3:17])=[O:14])=[C:11]2[C:5](=[CH:6][CH:7]=[C:8]([CH2:18][C:19](=[O:22])[NH:20][O:21][CH2:29][CH2:30][OH:31])[CH:9]=[CH:10]2)[C:4]=1[C:23]([O:25][CH2:26][CH3:27])=[O:24] |f:0.1,^1:0|. Procedure: In an analogous manner to that described in Example 1, from diethyl 2-amino-6-[(hydroxycarbamoyl)-methyl]-azulene-1,3-dicarboxylate sodium and 2-bromoethanol the title compound of m.p. 190-192° C. is obtained in 15% yield. Starting materials: C1(CCCC1)NC1=C(C(=O)OCC)C=CC=N1 (ethyl 2-(cyclopentylamino)nicotinate), C(C)C(CNC1=C(C(=O)OCC)C=CC=N1)CC (ethyl 2-[(2-ethylbutyl)amino]nicotinate). Product: C1(CCCC1)N1C(OC(C2=C1N=CC=C2)=O)=O (1-cyclopentyl-2H-pyrido[2,3-d][1,3]oxazine-2,4(1H)-dione). As a reaction SMILES: [CH:1]1([NH:6][C:7]2[N:17]=[CH:16][CH:15]=[CH:14][C:8]=2[C:9]([O:11][CH2:12]C)=[O:10])[CH2:5][CH2:4][CH2:3][CH2:2]1.C(C(CC)CNC1N=CC=CC=1C(OCC)=[O:26])C>>[CH:1]1([N:6]2[C:7]3[N:17]=[CH:16][CH:15]=[CH:14][C:8]=3[C:9](=[O:10])[O:11][C:12]2=[O:26])[CH2:5][CH2:4][CH2:3][CH2:2]1. Procedure details: The title compound was prepared according to the procedure of Example 3B substituting the product of Example 68A for the product of Example 3A (0.130 g, 56%). MS (ESI+) m/z 221.08 (M+H)+; 1H NMR (300 MHz, CDCl3) δ 1.66 (m, 1H), 1.99 (m, 4H), 2.21 (m, 2H), 5.79 (m, 1H), 7.25 (dd, J=8.09, 4.78 Hz, 1H), 8.42 (dd, J=7.72, 2.21 Hz, 1H), 8.70 (dd, J=4.78, 1.84 Hz, 1H).